Task: describe an organic reaction: reactants, conditions, products, and yield. Dataset: the Open Reaction Database (ORD), a public repository of structured organic reaction records Starting materials: O=C(Cl)c1ccccc1, CCOCC, OC(c1ccc(Cl)cc1Cl)C(F)n1cncn1, [Na+], [OH-]. The product is O=C(c1ccccc1)C(c1ccc(Cl)cc1Cl)C(F)n1cncn1. Reaction SMILES: [C:1]([c:2]1[cH:3][cH:4][cH:5][cH:6][cH:7]1)(=[O:8])[Cl:9].[CH3:29][CH2:30][O:31][CH2:32][CH3:33].[Cl:12][c:13]1[c:14]([CH:20]([CH:21]([n:22]2[n:23][cH:24][n:25][cH:26]2)[F:27])[OH:28])[cH:15][cH:16][c:17]([Cl:19])[cH:18]1.[Na+:11].[OH-:10]>>[C:1]([c:2]1[cH:3][cH:4][cH:5][cH:6][cH:7]1)(=[O:8])[CH:20]([c:14]1[c:13]([Cl:12])[cH:18][c:17]([Cl:19])[cH:16][cH:15]1)[CH:21]([n:22]1[n:23][cH:24][n:25][cH:26]1)[F:27]. Reaction SMILES: [CH3:1][O:2][C:3]1[CH:12]=[C:11]2[C:6]([CH2:7][CH2:8][CH:9]([CH2:13][NH:14][CH2:15][CH2:16][CH2:17][OH:18])[O:10]2)=[CH:5][CH:4]=1.O[C:20]1[CH:29]=[C:28]2[C:23]([CH:24]=[CH:25][CH:26]=[N:27]2)=[CH:22][CH:21]=1.C1(P(C2C=CC=CC=2)C2C=CC=CC=2)C=CC=CC=1.CCOC(/N=N/C(OCC)=O)=O>O1CCCC1.CO.C(Cl)Cl>[CH3:1][O:2][C:3]1[CH:12]=[C:11]2[C:6]([CH2:7][CH2:8][CH:9]([CH2:13][NH:14][CH2:15][CH2:16][CH2:17][O:18][C:25]3[CH:26]=[N:27][C:28]4[C:23]([CH:24]=3)=[CH:22][CH:21]=[CH:20][CH:29]=4)[O:10]2)=[CH:5][CH:4]=1 |f:5.6|. Procedure details: To a solution of 3-(7-methoxy-chroman-2-ylmethyl-amino)-propanol (3.07 g, 13 mmol), 7-hydroxy quinoline (1.88 g, 13 mmol), triphenylphosphine (3.67 g, 14 mmol) in anhydrous tetrahydrofuran (50 mL) was slowly added a solution of diethylazodicarboxylate (2.44 g, 14 mmol) in tetrahydrofuran (10 ml). The reaction was allowed to stir for 3 hours and was then quenched with water, extracted with methylene chloride (150 mL) dried over anhydrous magnesium sulfate, filtered and the solvent removed under v... Run at time 3 hour. Yield: 55.3%. Product: COC1=CC=C2CCC(OC2=C1)CNCCCOC=1C=NC2=CC=CC=C2C1 (3-[(7-methoxy-chroman-2-ylmethyl-amino]-propanoxy}-quinoline). Starting materials: COC1=CC=C2CCC(OC2=C1)CNCCCO (3-(7-methoxy-chroman-2-ylmethyl-amino)-propanol), OC1=CC=C2C=CC=NC2=C1 (7-hydroxy quinoline), C1(=CC=CC=C1)P(C1=CC=CC=C1)C1=CC=CC=C1 (triphenylphosphine), CCOC(=O)/N=N/C(=O)OCC (diethylazodicarboxylate). Solvent: CO.C(Cl)Cl (MeOH methylene chloride), O1CCCC1 (tetrahydrofuran), O1CCCC1 (tetrahydrofuran). The reactants are CCOC(=O)C(=O)Nc1ccccc1, C1CCOC1, CCOC(C)=O, Cl, [Na+], [OH-]. Product: O=C(O)C(=O)Nc1ccccc1. Reaction SMILES: [C:1]([C:2](=[O:3])[NH:4][c:5]1[cH:6][cH:7][cH:8][cH:9][cH:10]1)(=[O:11])[O:12][CH2:13][CH3:14].[CH2:24]1[O:25][CH2:26][CH2:27][CH2:28]1.[CH3:18][CH2:19][O:20][C:21](=[O:22])[CH3:23].[ClH:17].[Na+:16].[OH-:15]>>[C:1]([C:2](=[O:3])[NH:4][c:5]1[cH:6][cH:7][cH:8][cH:9][cH:10]1)(=[O:11])[OH:12].